Dataset: the Open Reaction Database (ORD), a public repository of structured organic reaction records. Task: describe an organic reaction: reactants, conditions, products, and yield Starting materials: COC(=O)C1=C(C)NC(C)=C(C(=O)O)C1c1cccc(Cl)c1Cl, Cc1ccccc1, C(=NC1CCCCC1)=NC1CCCCC1, OCC=Cc1ccc(Cc2ncc[nH]2)cc1. Product: COC(=O)C1=C(C)NC(C)=C(C(=O)OCC=Cc2ccc(Cc3ncc[nH]3)cc2)C1c1cccc(Cl)c1Cl. RXN SMILES: [CH3:1][C:2]1=[C:7]([C:8](=[O:9])[OH:10])[CH:6]([c:11]2[c:12]([Cl:18])[c:13]([Cl:17])[cH:14][cH:15][cH:16]2)[C:5]([C:19](=[O:20])[O:21][CH3:22])=[C:4]([CH3:23])[NH:3]1.[CH3:55][c:56]1[cH:57][cH:58][cH:59][cH:60][cH:61]1.[CH:40]1([N:41]=[C:42]=[N:43][CH:44]2[CH2:45][CH2:46][CH2:47][CH2:48][CH2:49]2)[CH2:50][CH2:51][CH2:52][CH2:53][CH2:54]1.[nH:24]1[c:25]([CH2:29][c:30]2[cH:31][cH:32][c:33]([CH:36]=[CH:37][CH2:38][OH:39])[cH:34][cH:35]2)[n:26][cH:27][cH:28]1>>[CH3:1][C:2]1=[C:7]([C:8](=[O:9])[O:39][CH2:38][CH:37]=[CH:36][c:33]2[cH:32][cH:31][c:30]([CH2:29][c:25]3[nH:24][cH:28][cH:27][n:26]3)[cH:35][cH:34]2)[CH:6]([c:11]2[c:12]([Cl:18])[c:13]([Cl:17])[cH:14][cH:15][cH:16]2)[C:5]([C:19](=[O:20])[O:21][CH3:22])=[C:4]([CH3:23])[NH:3]1. The reactants are ClC1=CC=C(NC2CN(CC2)C(=O)OCC)C=C1 (ethyl 3-(4-chloroanilino)pyrrolidine-1-carboxylate), Cl (hydrochloric acid). Product: Cl.Cl.ClC1=CC=C(NC2CNCC2)C=C1 (3-(4-chloroanilino)pyrrolidine dihydrochloride). The yield is 96.0%. As a reaction SMILES: [Cl:1][C:2]1[CH:18]=[CH:17][C:5]([NH:6][CH:7]2[CH2:11][CH2:10][N:9](C(OCC)=O)[CH2:8]2)=[CH:4][CH:3]=1.[ClH:19]>>[ClH:1].[ClH:19].[Cl:1][C:2]1[CH:18]=[CH:17][C:5]([NH:6][CH:7]2[CH2:11][CH2:10][NH:9][CH2:8]2)=[CH:4][CH:3]=1 |f:2.3.4|. Procedure: A mixture of ethyl 3-(4-chloroanilino)pyrrolidine-1-carboxylate (7.20 g) and conc. hydrochloric acid (72 ml) is heated under reflux over a period of 20 hours. The reaction mixture is concentrated in vacuo, and the residue is crystallized from methanol-isopropanol to give 3-(4-chloroanilino)pyrrolidine dihydrochloride (6.99 g) as crystals melting at 120° to 143° C. The yield is 96%. Starting materials: CCOC(C)=O, O=C(c1cc2cc(OC3CCN(Cc4ccccc4)C3)ccc2[nH]1)N1CCOCC1, CO. Yields the product O=C(c1cc2cc(OC3CCNC3)ccc2[nH]1)N1CCOCC1. RXN SMILES: [C:33]([O:34][CH2:35][CH3:36])(=[O:37])[CH3:38].[CH2:1]([c:2]1[cH:3][cH:4][cH:5][cH:6][cH:7]1)[N:8]1[CH2:9][CH:10]([O:13][c:14]2[cH:15][c:16]3[cH:17][c:18]([C:23](=[O:24])[N:25]4[CH2:26][CH2:27][O:28][CH2:29][CH2:30]4)[nH:19][c:20]3[cH:21][cH:22]2)[CH2:11][CH2:12]1.[CH3:31][OH:32]>>[NH:8]1[CH2:9][CH:10]([O:13][c:14]2[cH:15][c:16]3[cH:17][c:18]([C:23](=[O:24])[N:25]4[CH2:26][CH2:27][O:28][CH2:29][CH2:30]4)[nH:19][c:20]3[cH:21][cH:22]2)[CH2:11][CH2:12]1. Conditions: time 40 minute. The product is N1=C(C=CC=C1)C(=O)C1=CC2=C(OCC2(C)C)C(=C1)C(C)(C)C ((2-Pyridinyl)-(7-tert-butyl-2,3-dihydro-3,3-dimethylbenzo[b]furan-5-yl) ketone). Isolated yield 29.0%. Reactants: C(CC)[N+](CCC)(CCC)CCC (tetrapropylammonium), C[N+]1(CCOCC1)[O-] (N-methyl morpholine-N-oxide), stirring solution, BrC1=CC2=C(OCC2(C)C)C=C1 (5-bromo-2,3-dihydro-3,3-dimethylbenzo[b]furan), N1=C(C=CC=C1)C=O (2-pyridinecarboxaldehyde). RXN SMILES: Br[C:2]1[CH:12]=[CH:11][C:5]2[O:6][CH2:7][C:8]([CH3:10])([CH3:9])[C:4]=2[CH:3]=1.[N:13]1[CH:18]=[CH:17][CH:16]=[CH:15][C:14]=1[CH:19]=[O:20].C([N+]([CH2:31][CH2:32][CH3:33])(CCC)CCC)CC.[CH3:34][N+]1([O-])CCOCC1>CCOCC.CCCCCC>[N:13]1[CH:18]=[CH:17][CH:16]=[CH:15][C:14]=1[C:19]([C:2]1[CH:12]=[C:11]([C:32]([CH3:33])([CH3:34])[CH3:31])[C:5]2[O:6][CH2:7][C:8]([CH3:10])([CH3:9])[C:4]=2[CH:3]=1)=[O:20]. Solvent: CCOCC (ether), CCCCCC (hexane), CCCCCC (hexane). Reported procedure: To 1.0 g (3.5 mmol) of a stirring solution of 5-bromo-2,3-dihydro-3,3-dimethylbenzo[b]furan in 2.0 mL of ether and 18 mL of dry hexane at -78° C. is added 4.4 mL (7.1 mmol) of t-butylithium in hexane. The resulting mixture is stirred for 40 min, then 0.5 g (4.6 mmol) of 2-pyridinecarboxaldehyde is added. The reaction is allowed to slowly reach RT and is then quenched with water. The reaction is then diluted with 50 mL of ether, and the organic layer is separated. The remaining aqueous layer is e... Reactants: Cc1ccccc1-c1cnc2c(C(F)(F)F)cccc2c1-c1cccc(N)c1, O=C=Nc1ccccc1. The product is Cc1ccccc1-c1cnc2c(C(F)(F)F)cccc2c1-c1cccc(NC(=O)Nc2ccccc2)c1. Reaction SMILES: [CH3:1][c:2]1[c:3](-[c:8]2[cH:9][n:10][c:11]3[c:12]([C:25]([F:26])([F:27])[F:28])[cH:13][cH:14][cH:15][c:16]3[c:17]2-[c:18]2[cH:19][c:20]([NH2:24])[cH:21][cH:22][cH:23]2)[cH:4][cH:5][cH:6][cH:7]1.[O:29]=[C:30]=[N:31][c:32]1[cH:33][cH:34][cH:35][cH:36][cH:37]1>>[CH3:1][c:2]1[c:3](-[c:8]2[cH:9][n:10][c:11]3[c:12]([C:25]([F:26])([F:27])[F:28])[cH:13][cH:14][cH:15][c:16]3[c:17]2-[c:18]2[cH:19][c:20]([NH:24][C:30](=[O:29])[NH:31][c:32]3[cH:33][cH:34][cH:35][cH:36][cH:37]3)[cH:21][cH:22][cH:23]2)[cH:4][cH:5][cH:6][cH:7]1. The reactants are COC(=O)c1cc(Br)c(O)c(Br)n1, Cl, [Na+], [OH-], O. Product: O=C(O)c1cc(Br)c(O)c(Br)n1. As a reaction SMILES: [CH3:3][O:4][C:5](=[O:6])[c:7]1[n:8][c:9]([Br:15])[c:10]([OH:14])[c:11]([Br:13])[cH:12]1.[ClH:16].[Na+:2].[OH-:1].[OH2:17]>>[O:4]=[C:5]([OH:6])[c:7]1[n:8][c:9]([Br:15])[c:10]([OH:14])[c:11]([Br:13])[cH:12]1.